This data is from the Open Reaction Database (ORD), a public repository of structured organic reaction records. The task is: describe an organic reaction: reactants, conditions, products, and yield Starting materials: CCOP(=O)(CNc1ccc(Cl)cc1[N+](=O)[O-])OCC, CCO, [H][H]. Yields the product CCOP(=O)(CNc1ccc(Cl)cc1N)OCC. As a reaction SMILES: [CH2:1]([CH3:2])[O:3][P:4]([O:5][CH2:6][CH3:7])(=[O:8])[CH2:9][NH:10][c:11]1[c:12]([N+:18]([O-:19])=[O:20])[cH:13][c:14]([Cl:17])[cH:15][cH:16]1.[CH3:23][CH2:24][OH:25].[H:21][H:22]>>[CH2:1]([CH3:2])[O:3][P:4]([O:5][CH2:6][CH3:7])(=[O:8])[CH2:9][NH:10][c:11]1[c:12]([NH2:18])[cH:13][c:14]([Cl:17])[cH:15][cH:16]1. The reactants are C(C)(C)(C)OC(NCCSC1=CC(=CC=C1)C(OC1CCN(CC1)C)C1=NC2=C(N1)C=CC(=C2)F)=O ((2-{3-[(5-fluoro-1H-benzimidazol-2-yl)(1-methylpiperidin-4-yloxy)methyl]phenylsulfanyl}ethyl)carbamic acid tert-butyl ester), C1(=CC=CC=C1)O (phenol), Cl[Si](C)(C)C (chlorotrimethylsilane). Solvent: C(Cl)(Cl)Cl (chloroform). Yields the product FC1=CC2=C(NC(=N2)C(C=2C=C(C=CC2)SCCN)OC2CCN(CC2)C)C=C1 (2-{3-[(5-fluoro-1H-benzimidazol-2-yl)(1-methylpiperidin-4-yloxy)methyl]phenylsulfanyl}ethylamine). As a reaction SMILES: C(OC(=O)[NH:7][CH2:8][CH2:9][S:10][C:11]1[CH:16]=[CH:15][CH:14]=[C:13]([CH:17]([C:26]2[NH:30][C:29]3[CH:31]=[CH:32][C:33]([F:35])=[CH:34][C:28]=3[N:27]=2)[O:18][CH:19]2[CH2:24][CH2:23][N:22]([CH3:25])[CH2:21][CH2:20]2)[CH:12]=1)(C)(C)C.C1(O)C=CC=CC=1.Cl[Si](C)(C)C>C(Cl)(Cl)Cl>[F:35][C:33]1[CH:32]=[CH:31][C:29]2[NH:30][C:26]([CH:17]([O:18][CH:19]3[CH2:24][CH2:23][N:22]([CH3:25])[CH2:21][CH2:20]3)[C:13]3[CH:12]=[C:11]([S:10][CH2:9][CH2:8][NH2:7])[CH:16]=[CH:15][CH:14]=3)=[N:27][C:28]=2[CH:34]=1. Reported procedure: To a solution of (2-{3-[(5-fluoro-1H-benzimidazol-2-yl)(1-methylpiperidin-4-yloxy)methyl]phenylsulfanyl}ethyl)carbamic acid tert-butyl ester (example 437C, 386 mg) in chloroform (10 mL) are added phenol (750 mg) and chlorotrimethylsilane (814 mg). The mixture is heated at reflux for 2 h. The solvent and volatiles are removed under reduced pressure. The residue is basified by adding a solution of 1N sodium hydroxide. The aqueous phase is extracted by ethyl acetate. The organic phase is washed by ... Reagents/catalysts: S(=O)(=O)(O)[O-].C(CCC)[N+](CCCC)(CCCC)CCCC (tetrabutylammonium hydrogensulfate). The reactants are C(C)S(=O)C1=C(C(=O)N)C(=CC(=C1)N1CCOCC1)C (2-(ethylsulfinyl)-6-methyl-4-morpholin-4-yl-benzamide), [OH-].[Na+] (sodium hydroxide), ClC1=CC=C(CBr)C=C1 (4-Chlorobenzyl bromide). The solvent is C1=CC=CC=C1.O1CCCC1 (benzene tetrahydrofuran), O1CCCC1 (tetrahydrofuran). RXN SMILES: [CH2:1]([S:3]([C:5]1[CH:13]=[C:12]([N:14]2[CH2:19][CH2:18][O:17][CH2:16][CH2:15]2)[CH:11]=[C:10]([CH3:20])[C:6]=1[C:7]([NH2:9])=[O:8])=[O:4])[CH3:2].[OH-].[Na+].[Cl:23][C:24]1[CH:31]=[CH:30][C:27]([CH2:28]Br)=[CH:26][CH:25]=1>C1C=CC=CC=1.O1CCCC1.S([O-])(O)(=O)=O.C([N+](CCCC)(CCCC)CCCC)CCC.O1CCCC1>[Cl:23][C:24]1[CH:31]=[CH:30][C:27]([CH2:28][NH:9][C:7](=[O:8])[C:6]2[C:10]([CH3:20])=[CH:11][C:12]([N:14]3[CH2:15][CH2:16][O:17][CH2:18][CH2:19]3)=[CH:13][C:5]=2[S:3]([CH2:1][CH3:2])=[O:4])=[CH:26][CH:25]=1 |f:1.2,4.5,6.7|. Reported procedure: To a solution of 2-(ethylsulfinyl)-6-methyl-4-morpholin-4-yl-benzamide (0.17 g, 0.57 mmol) in benzene-tetrahydrofuran (1:1) (8 ml) are added tetrabutylammonium hydrogensulfate (0.02 g, 0.057 mmol) and 15% sodium hydroxide solution (5 ml) at RT. 4-Chlorobenzyl bromide (0.083 g, 0.40 mmol) in tetrahydrofuran (0.5 ml) is added and the reaction mixture is slowly heated to 70° C. The reaction mixture is stirred at 70° C. for additional 25 min. After completion of the reaction (monitored by TLC), the ... Conditions: temperature 70 celsius, time 25 minute. Isolated yield 70.0%. Yields the product ClC1=CC=C(C=C1)CNC(C1=C(C=C(C=C1C)N1CCOCC1)S(=O)CC)=O (N-[(4-chlorophenyl)-methyl]-2-(ethylsulfinyl)-6-methyl-4-morpholin-4-yl-benzamide). The reactants are CC(=O)OC1C(C)OC(O)C(OC(C)=O)C1OC(C)=O, O=C([O-])[O-], N#CC(Cl)(Cl)Cl, ClCCl, [K+], [K+]. Product: CC(=O)OC1C(C)OC(OC(=N)C(Cl)(Cl)Cl)C(OC(C)=O)C1OC(C)=O. RXN SMILES: [C:1]([CH3:2])(=[O:3])[O:4][CH:5]1[CH:6]([OH:7])[O:8][CH:9]([CH3:20])[CH:10]([O:16][C:17]([CH3:18])=[O:19])[CH:11]1[O:12][C:13]([CH3:14])=[O:15].[C:27](=[O:28])([O-:29])[O-:30].[Cl:21][C:22]([C:23]#[N:24])([Cl:25])[Cl:26].[Cl:33][CH2:34][Cl:35].[K+:31].[K+:32]>>[C:1]([CH3:2])(=[O:3])[O:4][CH:5]1[CH:6]([O:7][C:23]([C:22]([Cl:21])([Cl:25])[Cl:26])=[NH:24])[O:8][CH:9]([CH3:20])[CH:10]([O:16][C:17]([CH3:18])=[O:19])[CH:11]1[O:12][C:13]([CH3:14])=[O:15]. Starting materials: O=C(Nc1ccc(Br)cn1)C1(c2ccc3c(c2)OCO3)CC1, O=C([O-])[O-], COc1ccc(B(O)O)c(OC)c1, CN(C)C=O, [K+], [K+]. Product: COc1ccc(-c2ccc(NC(=O)C3(c4ccc5c(c4)OCO5)CC3)nc2)c(OC)c1. RXN SMILES: [Br:1][c:2]1[cH:3][cH:4][c:5]([NH:8][C:9](=[O:10])[C:11]2([c:14]3[cH:15][c:16]4[c:17]([cH:21][cH:22]3)[O:18][CH2:19][O:20]4)[CH2:12][CH2:13]2)[n:6][cH:7]1.[C:36](=[O:37])([O-:38])[O-:39].[CH3:23][O:24][c:25]1[c:26]([B:33]([OH:34])[OH:35])[cH:27][cH:28][c:29]([O:31][CH3:32])[cH:30]1.[CH3:42][N:43]([CH3:44])[CH:45]=[O:46].[K+:40].[K+:41]>>[c:2]1(-[c:26]2[c:25]([O:24][CH3:23])[cH:30][c:29]([O:31][CH3:32])[cH:28][cH:27]2)[cH:3][cH:4][c:5]([NH:8][C:9](=[O:10])[C:11]2([c:14]3[cH:15][c:16]4[c:17]([cH:21][cH:22]3)[O:18][CH2:19][O:20]4)[CH2:12][CH2:13]2)[n:6][cH:7]1. Starting materials: OCC1(CCC1)C(=O)OCC (ethyl 1-(hydroxymethyl)cyclobutanecarboxylate), FC(C(=O)O)(S(=O)(=O)F)F (2,2-Difluoro-2-(fluorosulfonyl)acetic acid). The reagents and catalysts are [Cu]I (CuI). Run in C(C)#N (acetonitrile). Conditions: temperature 50 celsius, time 4 hour. The product is FC(OCC1(CCC1)C(=O)OCC)F (Ethyl 1-((difluoromethoxy)methyl)cyclobutanecarboxylate). Isolated yield 76.0%. Reaction SMILES: [OH:1][CH2:2][C:3]1([C:7]([O:9][CH2:10][CH3:11])=[O:8])[CH2:6][CH2:5][CH2:4]1.[F:12][C:13]([F:21])(S(F)(=O)=O)C(O)=O>C(#N)C.[Cu]I>[F:12][CH:13]([F:21])[O:1][CH2:2][C:3]1([C:7]([O:9][CH2:10][CH3:11])=[O:8])[CH2:6][CH2:5][CH2:4]1. Procedure: To a stirred solution of ethyl 1-(hydroxymethyl)cyclobutanecarboxylate (0.2 g, 1.264 mmol) in acetonitrile (2 mL) was added CuI (0.120 g, 0.632 mmol) and the reaction mass was heated to 50° C. 2,2-Difluoro-2-(fluorosulfonyl)acetic acid (0.196 mL, 1.896 mmol) added dropwise to the solution and the reaction mixture was stirred at 50° C. for 4 h. The reaction mixture was cooled to RT and extracted with EtOAc (3×15 mL). The combined organic layer was washed with a 10% aqueous solution of NaHCO3, dri... Starting materials: ClC1=C(C(=O)N2C3=C(C4=C(CC2)C=NN4)N=CC=C3)C=CC(=C1)[N+](=O)[O-] (6-(2-chloro-4-nitrobenzoyl)-1,4,5,6-tetrahydropyrazolo-[3,4-d]pyrido[3,2-b]azepine), [Cl-] (chloride). The solvent is C(C)O (ethanol). Product: ClC1=C(C(=O)N2C3=C(C4=C(CC2)C=NN4)N=CC=C3)C=CC(=C1)N (6-(2-Chloro-4-aminobenzoyl)-1,4,5,6-tetrahydropyrazolo[3,4-d]pyrido[3,2-b]azepine). RXN SMILES: [Cl:1][C:2]1[CH:23]=[C:22]([N+:24]([O-])=O)[CH:21]=[CH:20][C:3]=1[C:4]([N:6]1[CH2:12][CH2:11][C:10]2[CH:13]=[N:14][NH:15][C:9]=2[C:8]2[N:16]=[CH:17][CH:18]=[CH:19][C:7]1=2)=[O:5].[Cl-]>C(O)C>[Cl:1][C:2]1[CH:23]=[C:22]([NH2:24])[CH:21]=[CH:20][C:3]=1[C:4]([N:6]1[CH2:12][CH2:11][C:10]2[CH:13]=[N:14][NH:15][C:9]=2[C:8]2[N:16]=[CH:17][CH:18]=[CH:19][C:7]1=2)=[O:5]. Procedure details: As described for Reference Example 204, 6-(2-chloro-4-nitrobenzoyl)-1,4,5,6-tetrahydropyrazolo-[3,4-d]pyrido[3,2-b]azepine is reduced with stannus chloride (SnCl2) in ethanol to give the product as a solid.